Dataset: the Open Reaction Database (ORD), a public repository of structured organic reaction records. Task: describe an organic reaction: reactants, conditions, products, and yield Starting materials: ClC1=NC2=C(N1[C@H]1[C@H](OC(C)=O)[C@H](OC(C)=O)[C@H](O1)COC(C)=O)C=C(C=C2)Br (2-Chloro-6-bromo-1-(2,3,5-tri-O-acetyl-β-D-ribofuranosyl)benzimidazole). Run in N.CO (NH3 MeOH). Product: BrC=1C=CC2=C(N(C(=N2)Cl)[C@H]2[C@H](O)[C@H](O)[C@H](O2)CO)C1 (6-Bromo-2-chloro-1-(β-D-ribofuranosyl)benzimidazole). As a reaction SMILES: [Cl:1][C:2]1[N:6]([C@@H:7]2[O:19][C@H:18]([CH2:20][O:21]C(=O)C)[C@@H:13]([O:14]C(=O)C)[C@H:8]2[O:9]C(=O)C)[C:5]2[CH:25]=[C:26]([Br:29])[CH:27]=[CH:28][C:4]=2[N:3]=1>N.CO>[Br:29][C:26]1[CH:27]=[CH:28][C:4]2[N:3]=[C:2]([Cl:1])[N:6]([C@@H:7]3[O:19][C@H:18]([CH2:20][OH:21])[C@@H:13]([OH:14])[C@H:8]3[OH:9])[C:5]=2[CH:25]=1 |f:1.2|. Procedure: A solution of 0.176 g (0.359 mmole) of 89 in 10 mL of NH3 /MeOH was stirred in a pressure bottle at room temperature for 5 hr. The reaction mixture was evaporated and coevaporated with MeOH (3×, bath temperature<40° C.). The resulting solid was recrystallized from MeOH to give 0.097 g (2 crops, 74%) of 90 as white crystals. MP 152°-153° C. MS (EI) m/6361.9685 (10%, M+ =361.9669). 1H NMR (DMSO-d6): d 8.43 (d, 1, 7-H, J7-5 =2.0 Hz), 7.59 (d, 1, 4-H, J4-5 =8.5 Hz), 7.43 (dd, 1, 5-H), 5.88 (d, 1, 1'... Reactants: CCOP(=O)(OCC)C1C(=O)NC(=O)N1C, CCCCCC, CCO, CN(C(=O)CCCOc1ccc([N+](=O)[O-])c(C=O)c1)C1CCCCC1, ClCCl, [Na]. Yields the product CN1C(=O)NC(=O)C1=Cc1cc(OCCCC(=O)N(C)C2CCCCC2)ccc1[N+](=O)[O-]. RXN SMILES: [CH3:2][N:3]1[C:4](=[O:17])[NH:5][C:6](=[O:16])[CH:7]1[P:8]([O:9][CH2:10][CH3:11])(=[O:12])[O:13][CH2:14][CH3:15].[CH3:46][CH2:47][CH2:48][CH2:49][CH2:50][CH3:51].[CH3:52][CH2:53][OH:54].[CH:18]1([N:24]([C:25]([CH2:26][CH2:27][CH2:28][O:29][c:30]2[cH:31][c:32]([CH:39]=[O:40])[c:33]([N+:36](=[O:37])[O-:38])[cH:34][cH:35]2)=[O:41])[CH3:42])[CH2:19][CH2:20][CH2:21][CH2:22][CH2:23]1.[Cl:43][CH2:44][Cl:45].[Na:1]>>[CH3:2][N:3]1[C:4](=[O:17])[NH:5][C:6](=[O:16])[C:7]1=[CH:39][c:32]1[cH:31][c:30]([O:29][CH2:28][CH2:27][CH2:26][C:25]([N:24]([CH:18]2[CH2:19][CH2:20][CH2:21][CH2:22][CH2:23]2)[CH3:42])=[O:41])[cH:35][cH:34][c:33]1[N+:36](=[O:37])[O-:38].